From a dataset of the Open Reaction Database (ORD), a public repository of structured organic reaction records. describe an organic reaction: reactants, conditions, products, and yield Reactants: C1(=CC=CC=C1)C1CC(CNC1)O (5-Phenyl-3-piperidinol), CC1C(N(CCC1)C)(C)C (tetramethylpiperidine), ICC (iodoethane). Run in CO (methanol). Product: C(C)N1C[C@H](C[C@H](C1)C1=CC=CC=C1)O (cis 1-Ethyl-3-hydroxy-5-phenylpiperidine). Reaction SMILES: [C:1]1([CH:7]2[CH2:12][NH:11][CH2:10][CH:9]([OH:13])[CH2:8]2)[CH:6]=[CH:5][CH:4]=[CH:3][CH:2]=1.[CH3:14][CH:15]1CCCN(C)C1(C)C.ICC>CO>[CH2:14]([N:11]1[CH2:12][C@H:7]([C:1]2[CH:2]=[CH:3][CH:4]=[CH:5][CH:6]=2)[CH2:8][C@H:9]([OH:13])[CH2:10]1)[CH3:15]. Procedure: 5-Phenyl-3-piperidinol (5.2 g), tetramethylpiperidine (8.3 ml) and iodoethane (1.97 ml) was stirred at room temperature in methanol (100 ml) for 48 hours. The methanol was removed under reduced pressure and excess 2 M NaOH added. The oil was extracted with ether and washed with brine. After drying (MgSO4) the ether was removed and the product crystallised affording, after recrystallisation from cyclohexane, 3.2 g of pure title compound which could be converted to the hydrochloride salt m.p. 182°... Reactants: C(=O)(O)[O-].[Na+] (NaHCO3), C=1C=CC2=C(C1)N=NN2O (HOBt), CCN=C=NCCCN(C)C.Cl (EDC.HCl), C(C1=CC=CC=C1)OC(=O)N1C(CCCC1CC(OC)OC)C(=O)O (6-(2,2-Dimethoxy-ethyl)-piperidine-1,2-dicarboxylic acid 1-benzyl ester), C(C1=CC=CC=C1)OC(=O)N1C(CCCC1CC(OC)OC)C(=O)O (6-(2,2-Dimethoxy-ethyl)-piperidine-1,2-dicarboxylic acid 1-benzyl ester), C(CC1=CC=CC=C1)N (phenethyl amine). Solvent: C(Cl)Cl (CH2Cl2). Reaction conditions: time 18 hour. The product is C(C1=CC=CC=C1)OC(=O)N1C(CCCC1C(NCCC1=CC=CC=C1)=O)CC(OC)OC (2-(2,2-Dimethoxy-ethyl)-6-phenethylcarbamoyl-piperidine-1-carboxylic Acid Benzyl Ester). Yield: 85.7%. Reaction SMILES: [CH2:1]([O:8][C:9]([N:11]1[CH:16]([CH2:17][CH:18]([O:21][CH3:22])[O:19][CH3:20])[CH2:15][CH2:14][CH2:13][CH:12]1[C:23](O)=[O:24])=[O:10])[C:2]1[CH:7]=[CH:6][CH:5]=[CH:4][CH:3]=1.[CH2:26]([NH2:34])[CH2:27][C:28]1[CH:33]=[CH:32][CH:31]=[CH:30][CH:29]=1.C1C=CC2N(O)N=NC=2C=1.CCN=C=NCCCN(C)C.Cl.C([O-])(O)=O.[Na+]>C(Cl)Cl>[CH2:1]([O:8][C:9]([N:11]1[CH:12]([C:23](=[O:24])[NH:34][CH2:26][CH2:27][C:28]2[CH:33]=[CH:32][CH:31]=[CH:30][CH:29]=2)[CH2:13][CH2:14][CH2:15][CH:16]1[CH2:17][CH:18]([O:21][CH3:22])[O:19][CH3:20])=[O:10])[C:2]1[CH:7]=[CH:6][CH:5]=[CH:4][CH:3]=1 |f:3.4,5.6|. Reported procedure: 6-(2,2-Dimethoxy-ethyl)-piperidine-1,2-dicarboxylic acid 1-benzyl ester (Compound 238, 0.335 g, 0.96 mmol) and phenethyl amine (0.14 g, 1.15 mmol) were dissolved CH2Cl2 (20 mL). HOBt (0.156 g, 1.15 mmol) was added followed by EDC.HCl (0.221 g, 1.15 mmol). The reaction was stirred at room temperature for 18 hours. Saturated NaHCO3 solution (25 mL) was added and then extracted with CHCl3 (2×50 mL). The combined organic layers were dried over Na2SO4, and then concentrated. Flash chromatographic pur... Reactants: BrC=1C=CC2=C(C=C(CCC2)C(=O)NC2=CC=C(C=C2)CN(C2CCOCC2)C)C1 (2-bromo-N-[4-[[N-methyl-N-(tetrahydropyran-4-yl)amino]methyl]phenyl]-6,7-dihydro-5H-benzocyclohepten-8-carboxamide), COC(=O)C1=CC=C(C=C1)B(O)O (4-methoxycarbonylphenylboronic acid). Reagents/catalysts: C=1C=CC(=CC1)[P](C=2C=CC=CC2)(C=3C=CC=CC3)[Pd]([P](C=4C=CC=CC4)(C=5C=CC=CC5)C=6C=CC=CC6)([P](C=7C=CC=CC7)(C=8C=CC=CC8)C=9C=CC=CC9)[P](C=1C=CC=CC1)(C=1C=CC=CC1)C=1C=CC=CC1 (Tetrakis(triphenylphosphine)palladium). Solvent: C([O-])([O-])=O.[K+].[K+] (potassium carbonate), C(C)O (ethanol), C1(=CC=CC=C1)C (toluene). Conditions: time 30 minute. Product: COC(=O)C1=CC=C(C=C1)C=1C=CC2=C(C=C(CCC2)C(=O)NC2=CC=C(C=C2)CN(C2CCOCC2)C)C1 (2-(4-methoxycarbonylphenyl)-N-[4-[[N-methyl-N-(tetrahydropyran-4-yl)amino]methyl]phenyl]-6,7-dihydro-5H-benzocyclohepten-8-carboxamide). Yield: 37.7%. RXN SMILES: Br[C:2]1[CH:3]=[CH:4][C:5]2[CH2:11][CH2:10][CH2:9][C:8]([C:12]([NH:14][C:15]3[CH:20]=[CH:19][C:18]([CH2:21][N:22]([CH3:29])[CH:23]4[CH2:28][CH2:27][O:26][CH2:25][CH2:24]4)=[CH:17][CH:16]=3)=[O:13])=[CH:7][C:6]=2[CH:30]=1.[CH3:31][O:32][C:33]([C:35]1[CH:40]=[CH:39][C:38](B(O)O)=[CH:37][CH:36]=1)=[O:34]>C(=O)([O-])[O-].[K+].[K+].C(O)C.C1(C)C=CC=CC=1.C1C=CC([P]([Pd]([P](C2C=CC=CC=2)(C2C=CC=CC=2)C2C=CC=CC=2)([P](C2C=CC=CC=2)(C2C=CC=CC=2)C2C=CC=CC=2)[P](C2C=CC=CC=2)(C2C=CC=CC=2)C2C=CC=CC=2)(C2C=CC=CC=2)C2C=CC=CC=2)=CC=1>[CH3:31][O:32][C:33]([C:35]1[CH:40]=[CH:39][C:38]([C:2]2[CH:30]=[CH:6][C:5]3[CH2:11][CH2:10][CH2:9][C:8]([C:12]([NH:14][C:15]4[CH:20]=[CH:19][C:18]([CH2:21][N:22]([CH3:29])[CH:23]5[CH2:28][CH2:27][O:26][CH2:25][CH2:24]5)=[CH:17][CH:16]=4)=[O:13])=[CH:7][C:4]=3[CH:3]=2)=[CH:37][CH:36]=1)=[O:34] |f:2.3.4,^1:63,65,84,103|. Reported procedure: A mixture of 2-bromo-N-[4-[[N-methyl-N-(tetrahydropyran-4-yl)amino]methyl]phenyl]-6,7-dihydro-5H-benzocyclohepten-8-carboxamide (0.95 g) and 4-methoxycarbonylphenylboronic acid (0.4 g) in 1M potassium carbonate (6 ml), ethanol (6 ml) and toluene (75 ml) was stirred for 30 minutes at room temperature under argon. Tetrakis(triphenylphosphine)palladium (0.12 g) was added to the mixture, and the mixture was refluxed for 6 hours under argon. The reaction mixture was extracted with ethyl acetate. The ... The reactants are BrC=1C=C2C(=C(C=NC2=CC1)C(C)=O)Cl (1-(6-bromo-4-chloroquinolin-3-yl)ethanone), CN(CCC1=CC=C(N)C=C1)C (4-(2-(dimethylamino)ethyl)aniline). Yields the product BrC=1C=C2C(=C(C=NC2=CC1)C(C)=O)NC1=CC=C(C=C1)CCN(C)C (1-(6-bromo-4-(4-(2-(dimethylamino)ethyl)phenylamino)quinolin-3-yl)ethanone). Yield: 553.9%. Reaction SMILES: [Br:1][C:2]1[CH:3]=[C:4]2[C:9](=[CH:10][CH:11]=1)[N:8]=[CH:7][C:6]([C:12](=[O:14])[CH3:13])=[C:5]2Cl.[CH3:16][N:17]([CH3:27])[CH2:18][CH2:19][C:20]1[CH:26]=[CH:25][C:23]([NH2:24])=[CH:22][CH:21]=1>>[Br:1][C:2]1[CH:3]=[C:4]2[C:9](=[CH:10][CH:11]=1)[N:8]=[CH:7][C:6]([C:12](=[O:14])[CH3:13])=[C:5]2[NH:24][C:23]1[CH:22]=[CH:21][C:20]([CH2:19][CH2:18][N:17]([CH3:16])[CH3:27])=[CH:26][CH:25]=1. Reported procedure: Following General procedure C, 1-(6-bromo-4-chloroquinolin-3-yl)ethanone (285 mg, 1 mmol) was reacted with 4-(2-(dimethylamino)ethyl)aniline (247 mg, 1.5 mmol) to afford the desired product (2284 mg, 55%) as a yellow solid: ESI MS m/z 412 [C21H22BrN3O+H]+. Conditions: temperature 25 celsius, time 3 hour. Starting materials: Cl (hydrochloric acid), NN1C(C2=C(C=CC=C2C1)[N+](=O)[O-])=O (2-amino-7-nitro-2,3-dihydro-isoindol-1-one), N,N-dimethylaminopyridine, C(C1=CC=CC=C1)OCC(=O)Cl (benzyloxyacetyl chloride), C(C)N(C(C)C)C(C)C (N-ethyldiisopropyl-amine). Run in C1CCOC1 (THF), ClCCl (dichloromethane). Procedure details: 870 mg (4.5 mmol) 2-amino-7-nitro-2,3-dihydro-isoindol-1-one (prepared analogously to method 2) are dissolved in 82 ml dichloromethane and 64 ml THF. The solution is combined with 2.8 ml (3.3 eq, 20 mmol) benzyloxyacetyl chloride, 4.8 ml (28.0 mmol) N-ethyldiisopropyl-amine and 10 mg N,N-dimethylaminopyridine and stirred for 3 h at 25° C. Then the reaction mixture is combined with 100 ml aqueous 0.1 N hydrochloric acid and extracted three times with 50 ml of ethyl acetate. The organic phase is d... Reaction SMILES: [NH2:1][N:2]1[CH2:10][C:9]2[C:4](=[C:5]([N+:11]([O-:13])=[O:12])[CH:6]=[CH:7][CH:8]=2)[C:3]1=[O:14].[CH2:15]([O:22][CH2:23][C:24](Cl)=[O:25])[C:16]1[CH:21]=[CH:20][CH:19]=[CH:18][CH:17]=1.C(N(C(C)C)C(C)C)C.Cl>ClCCl.C1COCC1>[CH2:15]([O:22][CH2:23][C:24]([NH:1][N:2]1[CH2:10][C:9]2[C:4](=[C:5]([N+:11]([O-:13])=[O:12])[CH:6]=[CH:7][CH:8]=2)[C:3]1=[O:14])=[O:25])[C:16]1[CH:21]=[CH:20][CH:19]=[CH:18][CH:17]=1. The product is C(C1=CC=CC=C1)OCC(=O)NN1C(C2=C(C=CC=C2C1)[N+](=O)[O-])=O (2-benzyloxy-N-(7-nitro-1-oxo-1,3-dihydro-isoindol-2-yl)-acetamide). Starting materials: monoarylated product, solid, C(C)OC(C1=CC(=C(C(=C1)I)OCOC)Br)=O (3-bromo-4-methoxymethoxy-5-iodobenzoic acid ethyl ester), C(C)OC(C1=CC(=C(C(=C1)Br)OCOC)Br)=O (3,5-dibromo-4-methoxymethoxybenzoic acid ethyl ester). Yields the product C(C)OC(C1=CC(=C(C(=C1)C1=CC2=C(C=C1)OCO2)OCOC)C2=CC1=C(C=C2)OCO1)=O (3,5-Bis-(3,4-methylenedioxyphenyl)4-methoxymethoxybenzoic acid ethyl ester). Reaction SMILES: [CH2:1]([O:3][C:4](=[O:17])[C:5]1[CH:10]=[C:9](I)[C:8]([O:12][CH2:13][O:14][CH3:15])=[C:7](Br)[CH:6]=1)[CH3:2].C(OC(=O)[C:22]1[CH:27]=[C:26](Br)[C:25]([O:29][CH2:30][O:31]C)=[C:24](Br)[CH:23]=1)C>>[CH2:1]([O:3][C:4](=[O:17])[C:5]1[CH:10]=[C:9]([C:22]2[CH:27]=[CH:26][C:25]3[O:29][CH2:30][O:31][C:24]=3[CH:23]=2)[C:8]([O:12][CH2:13][O:14][CH3:15])=[C:7]([C:22]2[CH:23]=[CH:24][C:25]3[O:29][CH2:30][O:31][C:26]=3[CH:27]=2)[CH:6]=1)[CH3:2]. Procedure: 3,5-Bis-(3,4-methylenedioxyphenyl)4-methoxymethoxybenzoic acid ethyl ester was prepared as a white solid (3.1 g, 42.4%) in a similar manner to Step 1 of Example 143 from a 2:1 mixture of 3-bromo-4-methoxymethoxy-5-iodobenzoic acid ethyl ester and 3,5-dibromo-4-methoxymethoxybenzoic acid ethyl ester. There also yielded 780 mg of the monoarylated product. 1H NMR (CDCl3) δ1.37 (t, J=8.18 Hz, 3H); 2.80 (s, 3H); 4.36 (quartet, J=8.18 Hz, 2H); 4.46 (s, 2H); 6.00 (s, 4H); 6.87 (d, J=8.18 Hz, 2H); 7.05 ... Starting materials: solution, N (ammonia), C(C)OC(=O)C1=NC(=C2N1C=CC=N2)CC2=C(C=CC=C2)F (ethyl-8-(2-fluorobenzyl)imidazo[1,5-a]pyrimidine-6-carboxylate). The solvent is CO (methanol). Reaction conditions: temperature 150 celsius, time 80 minute. Yields the product FC1=C(CC=2N=C(N3C2N=CC=C3)C(=O)N)C=CC=C1 (8-(2-Fluorobenzyl)imidazo[1,5-a]pyrimidine-6-carboxamide). Reaction SMILES: C([O:3][C:4]([C:6]1[N:10]2[CH:11]=[CH:12][CH:13]=[N:14][C:9]2=[C:8]([CH2:15][C:16]2[CH:21]=[CH:20][CH:19]=[CH:18][C:17]=2[F:22])[N:7]=1)=O)C.[NH3:23]>CO>[F:22][C:17]1[CH:18]=[CH:19][CH:20]=[CH:21][C:16]=1[CH2:15][C:8]1[N:7]=[C:6]([C:4]([NH2:23])=[O:3])[N:10]2[CH:11]=[CH:12][CH:13]=[N:14][C:9]=12. Procedure: 8.200 g (27.40 mmol) of ethyl-8-(2-fluorobenzyl)imidazo[1,5-a]pyrimidine-6-carboxylate was distributed in 8 microwave vessels. Each vessel was charged with 10 ml of 7N solution of ammonia in methanol and stirred for 80 min at 150° C. in the microwave. After cooling, the contents of the vessels were combined, the resultant precipitate was filtered with suction, washed with a little methanol and dried under high vacuum. 8.42 g (quant.) of the target compound was obtained.